Dataset: the Open Reaction Database (ORD), a public repository of structured organic reaction records. Task: describe an organic reaction: reactants, conditions, products, and yield Starting materials: [Al+3], CCCCCC, [H-], [H-], [H-], [H-], [Li+], C1CCOC1, CCOC(=O)c1nc[nH]c1-c1ccccc1. Product: OCc1nc[nH]c1-c1ccccc1. Reaction SMILES: [Al+3:23].[CH3:28][CH2:29][CH2:30][CH2:31][CH2:32][CH3:33].[H-:22].[H-:25].[H-:26].[H-:27].[Li+:24].[O:17]1[CH2:18][CH2:19][CH2:20][CH2:21]1.[c:1]1(-[c:7]2[c:8]([C:12](=[O:13])[O:14][CH2:15][CH3:16])[n:9][cH:10][nH:11]2)[cH:2][cH:3][cH:4][cH:5][cH:6]1>>[c:1]1(-[c:7]2[c:8]([CH2:12][OH:13])[n:9][cH:10][nH:11]2)[cH:2][cH:3][cH:4][cH:5][cH:6]1. Starting materials: C(=O)(OC)[C@@H]1[C@H]2CC[C@@H](C[C@@H]1C1=CC=C(C=C1)F)N2C (2β-Carbomethoxy-3β-(4-fluorophenyl)tropane). Run in O1CCOCC1.O (dioxane water). The product is C(=O)(O)[C@@H]1[C@H]2CC[C@@H](C[C@@H]1C1=CC=C(C=C1)F)N2C (2β-Carboxy-3β-(4-fluorophenyl) Tropane). Reaction SMILES: [C:1]([C@H:5]1[C@@H:11]([C:12]2[CH:17]=[CH:16][C:15]([F:18])=[CH:14][CH:13]=2)[CH2:10][C@H:9]2[N:19]([CH3:20])[C@@H:6]1[CH2:7][CH2:8]2)([O:3]C)=[O:2]>O1CCOCC1.O>[C:1]([C@H:5]1[C@@H:11]([C:12]2[CH:13]=[CH:14][C:15]([F:18])=[CH:16][CH:17]=2)[CH2:10][C@H:9]2[N:19]([CH3:20])[C@@H:6]1[CH2:7][CH2:8]2)([OH:3])=[O:2] |f:1.2|. Procedure: 2β-Carbomethoxy-3β-(4-fluorophenyl)tropane (WIN 35,428) (1), is boiled for 24 h in a 1:1 dioxane-water solution. The solvent is removed in vacuo and the residue is almost completely dissolved in CHCl3. Remaining undissolved solid can then be filtered off, toluene can then be added, and the volume of the solution is reduced in vacuo to approximately 25%. Cooling the resulting white suspension in a freezer for 2 h will provide a precipitated solid which can then be isolated by filtration and is wa... Starting materials: Cl.NC1=C2C(=NC=N1)N(N=C2C2=CC(=CC(=C2)O)F)C(C)C=2OC(C1=CC=CC=C1C2C2=CC(=CC=C2)CN(C)C)=O (3-(1-(4-amino-3-(3-fluoro-5-hydroxyphenyl)-1H-pyrazolo[3,4-d]pyrimidin-1-yl)ethyl)-4-(3-((dimethylamino)methyl)phenyl)-1H-isochromen-1-one hydrochloride), CCCCCC (n-Hexane). Run in C(C)O (Ethanol). Product: NC1=C2C(=NC=N1)N(N=C2C2=CC(=CC(=C2)O)F)C(C)C=2OC(C1=CC=CC=C1C2C2=CC(=CC=C2)CN(C)C)=O (3-(1-(4-amino-3-(3-fluoro-5-hydroxyphenyl)-1H-pyrazolo[3,4-d]pyrimidin-1-yl)ethyl)-4-(3-((dimethylamino)methyl)phenyl)-1H-isochromen-1-one). Reaction SMILES: Cl.[NH2:2][C:3]1[N:8]=[CH:7][N:6]=[C:5]2[N:9]([CH:20]([C:22]3[O:23][C:24](=[O:42])[C:25]4[C:30]([C:31]=3[C:32]3[CH:37]=[CH:36][CH:35]=[C:34]([CH2:38][N:39]([CH3:41])[CH3:40])[CH:33]=3)=[CH:29][CH:28]=[CH:27][CH:26]=4)[CH3:21])[N:10]=[C:11]([C:12]3[CH:17]=[C:16]([OH:18])[CH:15]=[C:14]([F:19])[CH:13]=3)[C:4]=12.CCCCCC>C(O)C>[NH2:2][C:3]1[N:8]=[CH:7][N:6]=[C:5]2[N:9]([CH:20]([C:22]3[O:23][C:24](=[O:42])[C:25]4[C:30]([C:31]=3[C:32]3[CH:37]=[CH:36][CH:35]=[C:34]([CH2:38][N:39]([CH3:41])[CH3:40])[CH:33]=3)=[CH:29][CH:28]=[CH:27][CH:26]=4)[CH3:21])[N:10]=[C:11]([C:12]3[CH:17]=[C:16]([OH:18])[CH:15]=[C:14]([F:19])[CH:13]=3)[C:4]=12 |f:0.1|. Procedure: Racemate 3-(1-(4-amino-3-(3-fluoro-5-hydroxyphenyl)-1H-pyrazolo[3,4-d]pyrimidin-1-yl)ethyl)-4-(3-((dimethylamino)methyl)phenyl)-1H-isochromen-1-one hydrochloride (example 67, 0.558 g, 0.95 mmol) was dissolved in 10 ml of Ethanol and submitted to chiral resolution by Chiral preparative chromatography. Conditions: Column: Chiralpak AD-H (25×3 cm), 5 um; Mobile phase: n-Hexane/(Ethanol+0.1% isopropylamine) 75/25% v/v; Flow rate: 32 ml/min; DAD detection: 220 nm; Loop: 540 μl; Injection: 30 mg (each...